Dataset: the Open Reaction Database (ORD), a public repository of structured organic reaction records. Task: describe an organic reaction: reactants, conditions, products, and yield Starting materials: CC(=O)OC(C)=O, c1ccncc1, COc1cc(C(=O)C=Cc2c[nH]c3ccccc23)cc(OC)c1OC. Product: COc1cc(C(=O)C=Cc2cn(C(C)=O)c3ccccc23)cc(OC)c1OC. As a reaction SMILES: [CH3:26][C:27](=[O:28])[O:29][C:30](=[O:31])[CH3:32].[cH:33]1[cH:34][cH:35][n:36][cH:37][cH:38]1.[nH:1]1[cH:2][c:3]([CH:10]=[CH:11][C:12](=[O:13])[c:14]2[cH:15][c:16]([O:24][CH3:25])[c:17]([O:22][CH3:23])[c:18]([O:20][CH3:21])[cH:19]2)[c:4]2[cH:5][cH:6][cH:7][cH:8][c:9]12>>[n:1]1([C:27]([CH3:26])=[O:28])[cH:2][c:3]([CH:10]=[CH:11][C:12](=[O:13])[c:14]2[cH:15][c:16]([O:24][CH3:25])[c:17]([O:22][CH3:23])[c:18]([O:20][CH3:21])[cH:19]2)[c:4]2[cH:5][cH:6][cH:7][cH:8][c:9]12. Reactants: ClC=1C(=CC(=C(C(=O)O)C1)OC)NC (5-chloro-2-methoxy-4-(methylamino)benzoic acid), C(=O)(N1C=NC=C1)N1C=NC=C1 (1,1'-carbonyldiimidazole), NCC1(CN2CCC1CC2)O (3-aminomethyl-1-azabicyclo[2.2.2]octan-3-ol), CN(C=O)C (N,N-dimethylformamide). Solvent: O1CCCC1 (tetrahydrofuran), O1CCCC1 (tetrahydrofuran). Reaction conditions: time 1 hour. Yields the product ClC=1C(=CC(=C(C(=O)NCC2(CN3CCC2CC3)O)C1)OC)NC (5-Chloro-N-(3-hydroxy-1-azabicyclo[2.2.2]oct-3-ylmethyl)-2-methoxy-4-(methylamino)benzamide). Yield: 53.9%. As a reaction SMILES: [Cl:1][C:2]1[C:3]([NH:13][CH3:14])=[CH:4][C:5]([O:11][CH3:12])=[C:6]([CH:10]=1)[C:7]([OH:9])=O.C(N1C=CN=C1)(N1C=CN=C1)=O.[NH2:27][CH2:28][C:29]1([OH:37])[CH:34]2[CH2:35][CH2:36][N:31]([CH2:32][CH2:33]2)[CH2:30]1.CN(C)C=O>O1CCCC1>[Cl:1][C:2]1[C:3]([NH:13][CH3:14])=[CH:4][C:5]([O:11][CH3:12])=[C:6]([CH:10]=1)[C:7]([NH:27][CH2:28][C:29]1([OH:37])[CH:34]2[CH2:33][CH2:32][N:31]([CH2:36][CH2:35]2)[CH2:30]1)=[O:9]. Procedure details: A solution of 5-chloro-2-methoxy-4-(methylamino)benzoic acid (3.02 g, 0.014 mole) in anhydrous tetrahydrofuran (15 ml) under nitrogen was treated with 1,1'-carbonyldiimidazole (2.35 g, 0.0145 mole) and stirred for one hour. A solution/suspension of 3-aminomethyl-1-azabicyclo[2.2.2]octan-3-ol (2.34 g, 15 mole) in tetrahydrofuran (15 ml) containing a little N,N-dimethylformamide for solubility was added slowly over a few minutes, and the mixture was stirred overnight (18 hours) at room temperature... Reactants: C(C)OC(=O)CC1=NC=2N(C(=C1)S)N=CN2 (5-ethoxycarbonylmethyl-7mercapto-s-triazolo[1,5-a]pyrimidine), [OH-].[K+] (potassium hydroxide), Cl (hydrochloric acid). The solvent is O (water). Reaction conditions: temperature 60 celsius. The product is C(=O)(O)CC1=NC=2N(C(=C1)S)N=CN2 (5-carboxymethyl-7-mercapto-s-triazolo[1,5-a]pyrimidine). Isolated yield 73.7%. RXN SMILES: C([O:3][C:4]([CH2:6][C:7]1[CH:12]=[C:11]([SH:13])[N:10]2[N:14]=[CH:15][N:16]=[C:9]2[N:8]=1)=[O:5])C.[OH-].[K+].Cl>O>[C:4]([CH2:6][C:7]1[CH:12]=[C:11]([SH:13])[N:10]2[N:14]=[CH:15][N:16]=[C:9]2[N:8]=1)([OH:5])=[O:3] |f:1.2|. Procedure details: The product obtained in Step 3 (20 g) was added to a solution of 10 g of potassium hydroxide in 200 ml of water, the mixture was heated at 60° C. for two hours. After cooling the resulting yellow solution, its pH was lowered to 2.0 with concentrated hydrochloric acid, and the yellow crystals thus formed were collected by filtration, washed twice with 30 ml of water and dried, giving 13 g of the objective compound as yellow crystals.